From a dataset of the Open Reaction Database (ORD), a public repository of structured organic reaction records. describe an organic reaction: reactants, conditions, products, and yield The reactants are C(C)OCC (diethyl ether), [H-].[Na+] (sodium hydride), [Si](C)(C)(C(C)(C)C)Cl (t-butyldimethylsilyl chloride), C1(CCCC2C(CCCC12)O)O (1,5-decalindiol). The solvent is O1CCCC1 (tetrahydrofuran). Reaction conditions: temperature 56 celsius, time 8 hour. The product is [Si](C)(C)(C(C)(C)C)OC1C2CCCC(C2CCC1)O (5-(t-butyldimethylsilyloxy)-1 -hydroxydecalin). Reaction SMILES: [H-].[Na+].[CH:3]1([OH:14])[CH:12]2[CH:7]([CH:8]([OH:13])[CH2:9][CH2:10][CH2:11]2)[CH2:6][CH2:5][CH2:4]1.[Si:15](Cl)([C:18]([CH3:21])([CH3:20])[CH3:19])([CH3:17])[CH3:16].C(OCC)C>O1CCCC1>[Si:15]([O:14][CH:3]1[CH2:4][CH2:5][CH2:6][CH:7]2[CH:12]1[CH2:11][CH2:10][CH2:9][CH:8]2[OH:13])([C:18]([CH3:21])([CH3:20])[CH3:19])([CH3:17])[CH3:16] |f:0.1|. Procedure details: A suspension of 0.45 gm (12 mmole) of sodium hydride dispersion (60%) in 75 mL of tetrahydrofuran was treated with 2.0 gm (12 mmole) of 1,5-decalindiol in an inert atmosphere. This mixture was stirred overnight at about 56° C. then cooled to room temperature and 1.8 gm (12 mmole) of t-butyldimethylsilyl chloride added. The mixture was stirred at room temperature for 4 days then 200 mL of diethyl ether added followed by washing the resulting mixture with 10% aqueous potassium carbonate. The organ... The reactants are O=C([O-])[O-], COCCOC, CCOC(C)=O, OB(O)c1cc(F)ncc1Cl, N#Cc1cc(Cl)nc(NCc2cccc(F)c2)c1, [Na+], [Na+], c1ccc(P(c2ccccc2)(c2ccccc2)[Pd](P(c2ccccc2)(c2ccccc2)c2ccccc2)(P(c2ccccc2)(c2ccccc2)c2ccccc2)P(c2ccccc2)(c2ccccc2)c2ccccc2)cc1. Yields the product N#Cc1cc(NCc2cccc(F)c2)nc(-c2cc(F)ncc2Cl)c1. As a reaction SMILES: [C:30](=[O:31])([O-:32])[O-:33].[CH3:36][O:37][CH2:38][CH2:39][O:40][CH3:41].[CH3:42][CH2:43][O:44][C:45]([CH3:46])=[O:47].[Cl:19][c:20]1[c:21]([B:27]([OH:28])[OH:29])[cH:22][c:23]([F:26])[n:24][cH:25]1.[Cl:1][c:2]1[cH:3][c:4]([C:5]#[N:6])[cH:7][c:8]([NH:10][CH2:11][c:12]2[cH:13][c:14]([F:18])[cH:15][cH:16][cH:17]2)[n:9]1.[Na+:34].[Na+:35].[cH:48]1[cH:49][cH:50][c:51]([P:52]([Pd:53]([P:54]([c:55]2[cH:56][cH:57][cH:58][cH:59][cH:60]2)([c:61]2[cH:62][cH:63][cH:64][cH:65][cH:66]2)[c:67]2[cH:68][cH:69][cH:70][cH:71][cH:72]2)([P:73]([c:74]2[cH:75][cH:76][cH:77][cH:78][cH:79]2)([c:80]2[cH:81][cH:82][cH:83][cH:84][cH:85]2)[c:86]2[cH:87][cH:88][cH:89][cH:90][cH:91]2)[P:92]([c:93]2[cH:94][cH:95][cH:96][cH:97][cH:98]2)([c:99]2[cH:100][cH:101][cH:102][cH:103][cH:104]2)[c:105]2[cH:106][cH:107][cH:108][cH:109][cH:110]2)([c:111]2[cH:112][cH:113][cH:114][cH:115][cH:116]2)[c:117]2[cH:118][cH:119][cH:120][cH:121][cH:122]2)[cH:123][cH:124]1>>[c:2]1(-[c:21]2[c:20]([Cl:19])[cH:25][n:24][c:23]([F:26])[cH:22]2)[cH:3][c:4]([C:5]#[N:6])[cH:7][c:8]([NH:10][CH2:11][c:12]2[cH:13][c:14]([F:18])[cH:15][cH:16][cH:17]2)[n:9]1.